Task: describe an organic reaction: reactants, conditions, products, and yield. Dataset: the Open Reaction Database (ORD), a public repository of structured organic reaction records The reactants are C#CCc1c(C)nc2c(OC(NC(=O)CNC(=O)OC(C)(C)C)c3ccccc3C)cccn12, CCO. Product: C#CCc1c(C)nc2c(OC(NC(=O)CN)c3ccccc3C)cccn12. As a reaction SMILES: [C:1]([O:2][C:3](=[O:4])[NH:8][CH2:9][C:10](=[O:11])[NH:12][CH:13]([c:14]1[cH:15][cH:16][cH:17][cH:18][c:19]1[CH3:20])[O:21][c:22]1[c:23]2[n:24]([cH:25][cH:26][cH:27]1)[c:28]([CH2:32][C:33]#[CH:34])[c:29]([CH3:31])[n:30]2)([CH3:5])([CH3:6])[CH3:7].[CH3:35][CH2:36][OH:37]>>[NH2:8][CH2:9][C:10](=[O:11])[NH:12][CH:13]([c:14]1[cH:15][cH:16][cH:17][cH:18][c:19]1[CH3:20])[O:21][c:22]1[c:23]2[n:24]([cH:25][cH:26][cH:27]1)[c:28]([CH2:32][C:33]#[CH:34])[c:29]([CH3:31])[n:30]2. Reactants: C(C)OC=1C=C(C=CC1OCC)C1=NNC([C@H]2CCCC[C@@H]12)=O ((cis)-4-(3,4-Diethoxyphenyl)-4a,5,6,7,8,8a-hexahydro-2H-phthalazin-1-on), ClCC1=CC=C(C(=O)O)C=C1 (4-chloromethylbenzoic acid), COC=1C=C(C=CC1OC)C1=NN(C([C@H]2CCCC[C@@H]12)=O)CC1=CC=C(C(=O)O)C=C1 ((cis)-4-(4-(3,4-Dimethoxyphenyl)-1-oxo-4a,5,6,7,8,8a-hexahydro-1H-phthalazin-2-ylmethyl)-benzoic acid). Product: C(C)OC=1C=C(C=CC1OCC)C1=NN(C([C@H]2CCCC[C@@H]12)=O)CC1=CC=C(C(=O)O)C=C1 ((cis)-4-(4-(3,4-Diethoxyphenyl)-1-oxo-4a,5,6,7,8,8a-hexahydro-1H-phthalazin-2-yl-methyl)benzoic acid). RXN SMILES: [CH2:1]([O:3][C:4]1[CH:5]=[C:6]([C:13]2[C@H:22]3[C@H:17]([CH2:18][CH2:19][CH2:20][CH2:21]3)[C:16](=[O:23])[NH:15][N:14]=2)[CH:7]=[CH:8][C:9]=1[O:10][CH2:11][CH3:12])[CH3:2].Cl[CH2:25][C:26]1[CH:34]=[CH:33][C:29]([C:30]([OH:32])=[O:31])=[CH:28][CH:27]=1.COC1C=C(C2[C@H]3[C@H](CCCC3)C(=O)N(CC3C=CC(C(O)=O)=CC=3)N=2)C=CC=1OC>>[CH2:1]([O:3][C:4]1[CH:5]=[C:6]([C:13]2[C@H:22]3[C@H:17]([CH2:18][CH2:19][CH2:20][CH2:21]3)[C:16](=[O:23])[N:15]([CH2:25][C:26]3[CH:34]=[CH:33][C:29]([C:30]([OH:32])=[O:31])=[CH:28][CH:27]=3)[N:14]=2)[CH:7]=[CH:8][C:9]=1[O:10][CH2:11][CH3:12])[CH3:2]. Reported procedure: Prepared from compound 7 and 4-chloromethylbenzoic acid as described for compound 83. Purified by chromatography (dichloromethane). Crystallized from diethyl ether. M.p. 152°-154° C. Starting materials: OC1=CC=C2C=CN=CC2=C1 (7-hydroxyisoquinoline), N(=NC(=O)OCC)C(=O)OCC (diethyl azodicarboxylate), OCCOC=1C(=NSN1)N1CCN(CC1)C(=O)OC(C)(C)C (tert-Butyl 4-[4-(2-hydroxyethoxy)-1,2,5-thiadiazol-3-yl]-1-piperazinecarboxylate), C1(=CC=CC=C1)P(C1=CC=CC=C1)C1=CC=CC=C1 (triphenylphosphine). Conditions: time 5 day. The product is C1=NC=CC2=CC=C(C=C12)OCCOC=1C(=NSN1)N1CCN(CC1)C(=O)OC(C)(C)C (tert-Butyl 4-{4-[2-(7-isoquinolinyloxy)ethoxy]-1,2,5-thiadiazol-3-yl}-1-piperazinecarboxylate), oil. Reaction SMILES: [OH:1][CH2:2][CH2:3][O:4][C:5]1[C:6]([N:10]2[CH2:15][CH2:14][N:13]([C:16]([O:18][C:19]([CH3:22])([CH3:21])[CH3:20])=[O:17])[CH2:12][CH2:11]2)=[N:7][S:8][N:9]=1.C1(P(C2C=CC=CC=2)C2C=CC=CC=2)C=CC=CC=1.O[C:43]1[CH:52]=[C:51]2[C:46]([CH:47]=[CH:48][N:49]=[CH:50]2)=[CH:45][CH:44]=1.N(C(OCC)=O)=NC(OCC)=O>>[CH:50]1[C:51]2[C:46](=[CH:45][CH:44]=[C:43]([O:1][CH2:2][CH2:3][O:4][C:5]3[C:6]([N:10]4[CH2:15][CH2:14][N:13]([C:16]([O:18][C:19]([CH3:22])([CH3:21])[CH3:20])=[O:17])[CH2:12][CH2:11]4)=[N:7][S:8][N:9]=3)[CH:52]=2)[CH:47]=[CH:48][N:49]=1. Procedure details: The title compound was prepared according to the procedure of Example 218, Step 3 starting from the product of Example 218, Step 2 (100 mg, 0.30 mmol), triphenylphosphine (102 mg, 0.39 mmol), 7-hydroxyisoquinoline (57 mg, 0.39 mmol) and diethyl azodicarboxylate (61 μl, 0.39 mmol) except that the reaction mixture was stirred at room temperature for 5 days. It gave an orange oil (0.34 g) of low purity (63% by HPLC). It was used directly in the following step without further purification. The reactants are C(CCC)[Li] (n-butyllithium), [Cl-].[NH4+] (ammonium chloride), BrC1=C(CO)C=CC=C1 (o-bromobenzyl alcohol), CCOCC (ether), CC1=CC=CC(=N1)C=O (6-methyl-2-pyridinecarboxaldehyde). Run in CCCCCC (hexane). Reaction conditions: temperature -20 celsius, time 1 hour. The product is OCC1=C(C(=CC=C1)OC)C(O)C1=NC=CC=C1 (α-[2-(hydroxymethyl)-6-methoxyphenyl]-2-pyridinemethanol). The yield is 70.5%. RXN SMILES: Br[C:2]1[CH:9]=[CH:8][CH:7]=[CH:6][C:3]=1[CH2:4][OH:5].C([Li])CCC.C[C:16]1[N:21]=[C:20]([CH:22]=[O:23])[CH:19]=[CH:18][CH:17]=1.[Cl-].[NH4+].C[CH2:27][O:28]CC>CCCCCC>[OH:5][CH2:4][C:3]1[CH:6]=[CH:7][CH:8]=[C:9]([O:28][CH3:27])[C:2]=1[CH:22]([C:20]1[CH:19]=[CH:18][CH:17]=[CH:16][N:21]=1)[OH:23] |f:3.4|. Procedure: To a mixture of 28.3 g (0.15 mol) of o-bromobenzyl alcohol in 1 L of ether cooled to -20° C. was added in portions 32.5 ml (0.32 mol) of n-butyllithium (10M) in hexane over a 20 min period and the reaction mixture was stirred for 1 hr. The above reaction mixture was cooled to -20° C., 19.9 g (0.165 mol) of 6-methyl-2-pyridinecarboxaldehyde was added to the mixture, and the resulting reaction mixture was allowed to warm to room temperature. After 1 hour, ammonium chloride solution was added to th... Reactants: C(C)OC(=O)C1(CCNCC1)CCOC (4-(2-methoxy-ethyl)-piperidine-4-carboxylic acid ethyl ester), C(C)(C)(C)CC(=O)Cl (tert-butyl acetyl chloride), FC(C(OC1=CC=C(C=C1)N)C)(F)F (4-(2,2,2-trifluoro-1-methyl-ethoxy)-phenylamine). Product: CC(CC(=O)N1CCC2(CCN(C2=O)C2=CC=C(C=C2)OC(C(F)(F)F)C)CC1)(C)C (8-(3,3-Dimethyl-butyryl)-2-[4-(2,2,2-trifluoro-1-methyl-ethoxy)-phenyl]-2,8-diaza-spiro[4.5]decan-1-one). RXN SMILES: C(O[C:4]([C:6]1([CH2:12][CH2:13]OC)[CH2:11][CH2:10][NH:9][CH2:8][CH2:7]1)=[O:5])C.[C:16]([CH2:20][C:21](Cl)=[O:22])([CH3:19])([CH3:18])[CH3:17].[F:24][C:25]([F:37])([F:36])[CH:26]([CH3:35])[O:27][C:28]1[CH:33]=[CH:32][C:31]([NH2:34])=[CH:30][CH:29]=1>>[CH3:17][C:16]([CH3:19])([CH3:18])[CH2:20][C:21]([N:9]1[CH2:8][CH2:7][C:6]2([C:4](=[O:5])[N:34]([C:31]3[CH:32]=[CH:33][C:28]([O:27][CH:26]([CH3:35])[C:25]([F:24])([F:36])[F:37])=[CH:29][CH:30]=3)[CH2:13][CH2:12]2)[CH2:11][CH2:10]1)=[O:22]. Procedure: White crystalline solid. MS (ESI): 441.3 (MH+). This example was prepared in analogy to example 7 step A) to B) from 4-(2-methoxy-ethyl)-piperidine-4-carboxylic acid ethyl ester (example 1 step B)), tert-butyl acetyl chloride and 4-(2,2,2-trifluoro-1-methyl-ethoxy)-phenylamine. Starting materials: C(C1=CC=CC=C1)(=O)C1=C(C=C(C(=O)O)C=C1[N+](=O)[O-])OCCCC (4-benzoyl-3-n-butoxy-5-nitrobenzoic acid), C(CCC)OC=1C=C(C(=O)O)C=C(C1C(C1=CC=C(C=C1)C)=O)[N+](=O)[O-] (3-n-butoxy-4-(4'-methylbenzoyl)-5-nitrobenzoic acid). As a reaction SMILES: C(C1C([N+]([O-])=O)=CC(C(O)=O)=CC=1OCCCC)(=O)C1C=CC=CC=1.[CH2:26]([O:30][C:31]1[CH:32]=[C:33]([CH:37]=[C:38]([N+:49]([O-])=O)[C:39]=1[C:40](=[O:48])[C:41]1[CH:46]=[CH:45][C:44]([CH3:47])=[CH:43][CH:42]=1)[C:34]([OH:36])=[O:35])[CH2:27][CH2:28][CH3:29]>>[NH2:49][C:38]1[C:39]([C:40](=[O:48])[C:41]2[CH:46]=[CH:45][C:44]([CH3:47])=[CH:43][CH:42]=2)=[C:31]([O:30][CH2:26][CH2:27][CH2:28][CH3:29])[CH:32]=[C:33]([CH:37]=1)[C:34]([OH:36])=[O:35]. Product: NC=1C(=C(C=C(C(=O)O)C1)OCCCC)C(C1=CC=C(C=C1)C)=O (5-amino-3-n-butoxy-4-(4'-methylbenzoyl)benzoic acid). Reported procedure: By replacing in Example 1, step C, 4-benzoyl-3-n-butoxy-5-nitrobenzoic acid with 3-n-butoxy-4-(4'-methylbenzoyl)-5-nitrobenzoic acid and following the procedure described, 5-amino-3-n-butoxy-4-(4'-methylbenzoyl)benzoic acid is obtained with a melting point of 170°-172° C. Reactants: ClC=1C=C(C=CC1OC(C)C)C1=NC(=NO1)C1=CC=CC=2CN(CCOC21)CCCC(=O)OCC (ethyl 4-[9-(5-{3-chloro-4-[(1-methylethyl)oxy]phenyl}-1,2,4-oxadiazol-3-yl)-2,3-dihydro-1,4-benzoxazepin-4(5H)-yl]butanoate), [OH-].[Na+] (sodium hydroxide). Solvent: C(C)O (ethanol). Run at time 1 hour. Product: ClC=1C=C(C=CC1OC(C)C)C1=NC(=NO1)C1=CC=CC=2CN(CCOC21)CCCC(=O)O (4-[9-(5-{3-Chloro-4-[(1-methylethyl)oxy]phenyl}-1,2,4-oxadiazol-3-yl)-2,3-dihydro-1,4-benzoxazepin-4(5H)-yl]butanoic acid). The yield is 49.7%. Reaction SMILES: [Cl:1][C:2]1[CH:3]=[C:4]([C:12]2[O:16][N:15]=[C:14]([C:17]3[C:27]4[O:26][CH2:25][CH2:24][N:23]([CH2:28][CH2:29][CH2:30][C:31]([O:33]CC)=[O:32])[CH2:22][C:21]=4[CH:20]=[CH:19][CH:18]=3)[N:13]=2)[CH:5]=[CH:6][C:7]=1[O:8][CH:9]([CH3:11])[CH3:10].[OH-].[Na+]>C(O)C>[Cl:1][C:2]1[CH:3]=[C:4]([C:12]2[O:16][N:15]=[C:14]([C:17]3[C:27]4[O:26][CH2:25][CH2:24][N:23]([CH2:28][CH2:29][CH2:30][C:31]([OH:33])=[O:32])[CH2:22][C:21]=4[CH:20]=[CH:19][CH:18]=3)[N:13]=2)[CH:5]=[CH:6][C:7]=1[O:8][CH:9]([CH3:11])[CH3:10] |f:1.2|. Procedure: A solution of ethyl 4-[9-(5-{3-chloro-4-[(1-methylethyl)oxy]phenyl}-1,2,4-oxadiazol-3-yl)-2,3-dihydro-1,4-benzoxazepin-4(5H)-yl]butanoate (Preparation 68) (130 mg, 0.260 mmol) in ethanol was treated with sodium hydroxide (10.4 mg in 1 ml, 0.260 mmol). The reaction mixture was left standing at RT for 1 hour then evaporated. The resulting crude was partitioned between EtOAc/water, acidified with acetic acid, separated and the organivs dried over magnesium sulphate and evaporated. The title compoun...